describe an organic reaction: reactants, conditions, products, and yield From a dataset of the Open Reaction Database (ORD), a public repository of structured organic reaction records. Reactants: [Li]CCCC, C1CCOC1, COc1ccccc1OC, O=C1CCc2ccc(Cl)cc21, Cl, O, Cc1ccc(S(=O)(=O)O)cc1. Product: COc1cccc(C2=CCc3ccc(Cl)cc32)c1OC. As a reaction SMILES: [CH2:11]([Li:12])[CH2:13][CH2:14][CH3:15].[CH2:40]1[O:41][CH2:42][CH2:43][CH2:44]1.[CH3:1][O:2][c:3]1[cH:4][cH:5][cH:6][cH:7][c:8]1[O:9][CH3:10].[Cl:16][c:17]1[cH:18][cH:19][c:20]2[c:24]([cH:25]1)[C:23](=[O:26])[CH2:22][CH2:21]2.[ClH:27].[OH2:28].[c:29]1([CH3:30])[cH:31][cH:32][c:33]([S:34]([OH:35])(=[O:36])=[O:37])[cH:38][cH:39]1>>[CH3:1][O:2][c:3]1[cH:4][cH:5][cH:6][c:7]([C:23]2=[CH:22][CH2:21][c:20]3[cH:19][cH:18][c:17]([Cl:16])[cH:25][c:24]32)[c:8]1[O:9][CH3:10]. The reactants are C1CCNC1, ClCCl, COC(=O)CN1CCc2c(C(F)(F)F)nn(-c3ccc(OC)cc3)c2C1=O, C[Al](C)C. Product: COc1ccc(-n2nc(C(F)(F)F)c3c2C(=O)N(CC(=O)N2CCCC2)CC3)cc1. RXN SMILES: [CH2:1]1[CH2:2][CH2:3][NH:4][CH2:5]1.[CH2:37]([Cl:38])[Cl:39].[CH3:10][O:11][C:12]([CH2:13][N:14]1[C:15](=[O:35])[c:16]2[c:17]([c:20]([C:31]([F:32])([F:33])[F:34])[n:21][n:22]2-[c:23]2[cH:24][cH:25][c:26]([O:29][CH3:30])[cH:27][cH:28]2)[CH2:18][CH2:19]1)=[O:36].[CH3:6][Al:7]([CH3:8])[CH3:9]>>[CH2:1]1[CH2:2][CH2:3][N:4]([C:12](=[O:11])[CH2:13][N:14]2[C:15](=[O:35])[c:16]3[c:17]([c:20]([C:31]([F:32])([F:33])[F:34])[n:21][n:22]3-[c:23]3[cH:24][cH:25][c:26]([O:29][CH3:30])[cH:27][cH:28]3)[CH2:18][CH2:19]2)[CH2:5]1. The reactants are Cc1nn(C)c(C)c1Br, CC(c1ccc(B2OC(C)(C)C(C)(C)O2)cc1)N1CCC(CC(C)(C)O)(c2ccccc2)OC1=O. Product: Cc1nn(C)c(C)c1-c1ccc(C(C)N2CCC(CC(C)(C)O)(c3ccccc3)OC2=O)cc1. RXN SMILES: [Br:36][c:37]1[c:38]([CH3:44])[n:39][n:40]([CH3:43])[c:41]1[CH3:42].[OH:1][C:2]([CH2:3][C:4]1([c:28]2[cH:29][cH:30][cH:31][cH:32][cH:33]2)[CH2:5][CH2:6][N:7]([CH:11]([CH3:12])[c:13]2[cH:14][cH:15][c:16]([B:19]3[O:20][C:21]([CH3:22])([CH3:23])[C:24]([CH3:25])([CH3:26])[O:27]3)[cH:17][cH:18]2)[C:8](=[O:10])[O:9]1)([CH3:34])[CH3:35]>>[OH:1][C:2]([CH2:3][C:4]1([c:28]2[cH:29][cH:30][cH:31][cH:32][cH:33]2)[CH2:5][CH2:6][N:7]([CH:11]([CH3:12])[c:13]2[cH:14][cH:15][c:16](-[c:37]3[c:38]([CH3:44])[n:39][n:40]([CH3:43])[c:41]3[CH3:42])[cH:17][cH:18]2)[C:8](=[O:10])[O:9]1)([CH3:34])[CH3:35]. Reactants: CC1=CC2=C(C=C1)N(C3=C2CN(CC3)C)CCC4=CN=C(C=C4)C (Dimebon), C1=CC(=CC(=C1)Cl)C(=O)OO (mCPBA). The solvent is ClCCl (dichloromethane), ClCCl (dichloromethane). Reaction conditions: time 24 hour. The product is C[N+]1(CC2=C(N(C=3C=CC(=CC23)C)CCC=2C=NC(=CC2)C)CC1)[O-] (2,8-dimethyl-5-(2-(6-methylpyridin-3-yl)ethyl)-2,3,4,5-tetrahydro-1H-pyrido[4,3-b]indole 2-oxide). Isolated yield 41.9%. RXN SMILES: [CH3:1][C:2]1[CH:7]=[CH:6][C:5]2[N:8]([CH2:16][CH2:17][C:18]3[CH:23]=[CH:22][C:21]([CH3:24])=[N:20][CH:19]=3)[C:9]3[CH2:14][CH2:13][N:12]([CH3:15])[CH2:11][C:10]=3[C:4]=2[CH:3]=1.C1C=C(Cl)C=C(C(OO)=[O:33])C=1>ClCCl>[CH3:15][N+:12]1([O-:33])[CH2:13][CH2:14][C:9]2[N:8]([CH2:16][CH2:17][C:18]3[CH:19]=[N:20][C:21]([CH3:24])=[CH:22][CH:23]=3)[C:5]3[CH:6]=[CH:7][C:2]([CH3:1])=[CH:3][C:4]=3[C:10]=2[CH2:11]1. Procedure: Dimebon (500 mg) was dissolved in 10 mL dichloromethane. To this was added a solution of mCPBA (65%, 536 mg) in 5 mL dichloromethane drop wise at 25 deg C. The reaction mixture was stirred at 25 deg C. for 24 h at which point it was found complete (by TLC and LCMS). The solvent was removed under reduced pressure (below 30 deg C.) and the residue was purified by column chromatography on neutral alumina eluting with methanol-dichloromethane gradient to obtain 220 mg of product as light brown oil. ... Reactants: C1(CC1)CN1CCN(CC1)C1=C(C=CC=C1)C1CC(CC(C1)(C)C)(C)C (1-cyclopropylmethyl-4-[2-(3,3,5,5-tetramethylcyclohexyl)phenyl]piperazine), C(C)O (ethyl alcohol), S(O)(O)(=O)=O (sulfuric acid). Solvent: C(C)(=O)OCC (ethyl acetate). Product: S(=O)(=O)(O)O.C1(CC1)CN1CCN(CC1)C1=C(C=CC=C1)C1CC(CC(C1)(C)C)(C)C (1-Cyclopropylmethyl-4-[2-(3,3,5,5-tetramethylcyclohexyl)phenyl]piperazine sulfate). The yield is 96.1%. As a reaction SMILES: [CH:1]1([CH2:4][N:5]2[CH2:10][CH2:9][N:8]([C:11]3[CH:16]=[CH:15][CH:14]=[CH:13][C:12]=3[CH:17]3[CH2:22][C:21]([CH3:24])([CH3:23])[CH2:20][C:19]([CH3:26])([CH3:25])[CH2:18]3)[CH2:7][CH2:6]2)[CH2:3][CH2:2]1.C(O)C.[S:30](=[O:34])(=[O:33])([OH:32])[OH:31]>C(OCC)(=O)C>[S:30]([OH:34])([OH:33])(=[O:32])=[O:31].[CH:1]1([CH2:4][N:5]2[CH2:6][CH2:7][N:8]([C:11]3[CH:16]=[CH:15][CH:14]=[CH:13][C:12]=3[CH:17]3[CH2:18][C:19]([CH3:26])([CH3:25])[CH2:20][C:21]([CH3:24])([CH3:23])[CH2:22]3)[CH2:9][CH2:10]2)[CH2:3][CH2:2]1 |f:4.5|. Procedure: To 1-cyclopropylmethyl-4-[2-(3,3,5,5-tetramethylcyclohexyl)phenyl]piperazine (300 mg, 0.846 mmol) were added ethyl alcohol (2.5 mL), 97% sulfuric acid (85.5 mg, 0.846 mmol) and ethyl acetate to form a thoroughly dissolved sate, and the mixture was slowly concentrated to dryness while adjusting reduced pressure. Diethyl ether was added thereto, and the solid was triturated by sonication. Precipitated crystals were collected by filtration, washed with diethyl ether, and aircured by aspiration. Dry...